Dataset: the Open Reaction Database (ORD), a public repository of structured organic reaction records. Task: describe an organic reaction: reactants, conditions, products, and yield The reactants are COC(=O)Cl, COC(=O)C1CCNC(Cc2ccc(S(C)(=O)=O)cc2)C1, CCN(C(C)C)C(C)C, ClCCl. The product is COC(=O)C1CCN(C(=O)OC)C(Cc2ccc(S(C)(=O)=O)cc2)C1. As a reaction SMILES: [C:31]([O:32][CH3:33])(=[O:34])[Cl:35].[CH3:1][S:2](=[O:3])(=[O:4])[c:5]1[cH:6][cH:7][c:8]([CH2:9][CH:10]2[NH:11][CH2:12][CH2:13][CH:14]([C:16](=[O:17])[O:18][CH3:19])[CH2:15]2)[cH:20][cH:21]1.[CH:22]([N:23]([CH2:24][CH3:25])[CH:26]([CH3:27])[CH3:28])([CH3:29])[CH3:30].[Cl:36][CH2:37][Cl:38]>>[CH3:1][S:2](=[O:3])(=[O:4])[c:5]1[cH:6][cH:7][c:8]([CH2:9][CH:10]2[N:11]([C:31]([O:32][CH3:33])=[O:34])[CH2:12][CH2:13][CH:14]([C:16](=[O:17])[O:18][CH3:19])[CH2:15]2)[cH:20][cH:21]1.